From a dataset of the Open Reaction Database (ORD), a public repository of structured organic reaction records. describe an organic reaction: reactants, conditions, products, and yield Starting materials: [Al+3], [Cl-], [Cl-], [Cl-], O=C(Cl)c1ccc(Cl)nc1, ClCCl, c1cnc2[nH]ccc2c1. The product is O=C(c1ccc(Cl)nc1)c1c[nH]c2ncccc12. Reaction SMILES: [Al+3:21].[Cl-:20].[Cl-:22].[Cl-:23].[Cl:10][c:11]1[n:12][cH:13][c:14]([C:15](=[O:16])[Cl:17])[cH:18][cH:19]1.[Cl:24][CH2:25][Cl:26].[nH:1]1[cH:2][cH:3][c:4]2[cH:5][cH:6][cH:7][n:8][c:9]12>>[nH:1]1[cH:2][c:3]([C:15]([c:14]2[cH:13][n:12][c:11]([Cl:10])[cH:19][cH:18]2)=[O:16])[c:4]2[cH:5][cH:6][cH:7][n:8][c:9]12. Reactants: II (iodine), COC1=CC=CC=2C=CSC21 (1-benzothien-7-yl methyl ether), C(CCC)[Li] (n-Butyl lithium). Solvent: C1CCOC1 (THF), [Cl-].[Na+].O (brine), C1CCOC1 (THF), CCCCCC (hexane). Conditions: temperature -78 celsius, time 30 minute. The product is IC=1SC2=C(C1)C=CC=C2OC (2-Iodo-7-methoxy-1-benzothiophene). The yield is 78.4%. As a reaction SMILES: [CH3:1][O:2][C:3]1[C:11]2[S:10][CH:9]=[CH:8][C:7]=2[CH:6]=[CH:5][CH:4]=1.C([Li])CCC.[I:17]I>C1COCC1.CCCCCC.[Cl-].[Na+].O>[I:17][C:9]1[S:10][C:11]2[C:3]([O:2][CH3:1])=[CH:4][CH:5]=[CH:6][C:7]=2[CH:8]=1 |f:5.6.7|. Procedure details: In a 4 L mechanically stirred reactor, a solution of 1-benzothien-7-yl methyl ether (105 g, 0.64 mol) in anhydrous THF (2 L) is cooled down to −74° C. n-Butyl lithium in hexane is added (2.5 N, 285 mL, 0.71 mol) within 45 min, keeping temperature below −70° C. The mixture is stirred 30 min at −78° C. and a solution of iodine (179 g, 0.70 mol) in anhydrous THF (1 L) is added within 1 h, keeping temperature below −70° C. After addition, the mixture is allowed to come up to room temperature over 2 ...